Dataset: the Open Reaction Database (ORD), a public repository of structured organic reaction records. Task: describe an organic reaction: reactants, conditions, products, and yield The reactants are O=C1CSCC1C#N (3-Keto-4-cyanotetrahydrothiophene), C1(=C(C=CC=C1)N)N (o-phenylenediamine). The solvent is C(C)(=O)O (acetic acid), industrial methylated spirit. Conditions: time 24 hour. Product: NC1=C(NC=2CSCC2C#N)C=CC=C1 (3-(2-Aminoanilino)-2,5-dihydrothiophene-4-nitrile). RXN SMILES: O=[C:2]1[CH:6]([C:7]#[N:8])[CH2:5][S:4][CH2:3]1.[C:9]1([NH2:16])[CH:14]=[CH:13][CH:12]=[CH:11][C:10]=1[NH2:15]>C(O)(=O)C>[NH2:15][C:10]1[CH:11]=[CH:12][CH:13]=[CH:14][C:9]=1[NH:16][C:2]1[CH2:3][S:4][CH2:5][C:6]=1[C:7]#[N:8]. Procedure details: 3-Keto-4-cyanotetrahydrothiophene (80 g, 0.629 mol) and o-phenylenediamine (68 g, 0.629 mol) were dissolved by heating in 1.5 liters of industrial methylated spirit. To the solution, glacial acetic acid (3 ml) was added, the solution then being heated under reflux with mechanical stirring for 24 hours. The solution was then chilled and filtered to give the title product as a solid, m.p. 163° C. Starting materials: OC1=C(C=CC(=C1)O)C1=NC(=NC(=N1)C1=C(C=C(C=C1)C)C)C1=C(C=C(C=C1)C)C (2-(2,4-dihydroxyphenyl)-4,6-bis-(2,4-dimethylphenyl)-s-triazine), CC=CC1=CC=CC=C1 (methyl styrene), CC(=C)C1=CC=CC=C1 (α-methylstyrene). Reagents/catalysts: CC([O-])C.[Al+3].CC([O-])C.CC([O-])C (aluminum isopropoxide). The solvent is C(C)(=O)OCC (ethyl acetate). Conditions: temperature 175 celsius. The product is OC1=C(C=C(C(=C1)O)C(C)(C1=CC=CC=C1)C)C1=NC(=NC(=N1)C1=C(C=C(C=C1)C)C)C1=C(C=C(C=C1)C)C (2-[2,4-Dihydroxy-5-(1-methyl-1 -phenylethyl)phenyl]-4,6-bis-(2,4-dimethylphenyl)-s-triazine). Yield: 67.7%. As a reaction SMILES: [OH:1][C:2]1[CH:7]=[C:6]([OH:8])[CH:5]=[CH:4][C:3]=1[C:9]1[N:14]=[C:13]([C:15]2[CH:20]=[CH:19][C:18]([CH3:21])=[CH:17][C:16]=2[CH3:22])[N:12]=[C:11]([C:23]2[CH:28]=[CH:27][C:26]([CH3:29])=[CH:25][C:24]=2[CH3:30])[N:10]=1.[CH3:31][C:32]([C:34]1[CH:39]=[CH:38][CH:37]=[CH:36][CH:35]=1)=[CH2:33].CC=CC1C=CC=CC=1>C(OCC)(=O)C.CC(C)[O-].[Al+3].CC(C)[O-].CC(C)[O-]>[OH:1][C:2]1[CH:7]=[C:6]([OH:8])[C:5]([C:32]([CH3:33])([C:34]2[CH:39]=[CH:38][CH:37]=[CH:36][CH:35]=2)[CH3:31])=[CH:4][C:3]=1[C:9]1[N:10]=[C:11]([C:23]2[CH:28]=[CH:27][C:26]([CH3:29])=[CH:25][C:24]=2[CH3:30])[N:12]=[C:13]([C:15]2[CH:20]=[CH:19][C:18]([CH3:21])=[CH:17][C:16]=2[CH3:22])[N:14]=1 |f:4.5.6.7|. Reported procedure: To a 1 L three-necked, round-bottomed flask equipped with a magnetic stirrer, condenser, dropping funnel, thermometer, and a nitrogen atmosphere are charged 15.0 g (37.8 mmol) of 2-(2,4-dihydroxyphenyl)-4,6-bis-(2,4-dimethylphenyl)-s-triazine and 390 mg of aluminum isopropoxide. The mixture is heated to 175° C. and 4.47 g (37.9 mmol) of α-methylstyrene are added dropwise at a rate of one drop every two seconds. A total of six equivalents of or-methyl styrene are added in this fashion over a 4.5 ... Starting materials: O (water), [H-].[Na+] (Sodium hydride), N1C(=O)N(C)C=2N=CN(C)C2C1=O (theobromine), BrCCCCCCCCC=CCCCCCCCC (1-bromo-9-octadecene). Solvent: CS(=O)C (dimethylsulfoxide). Run at temperature 60 celsius, time 20 minute. Product: C(CCCCCCCC=CCCCCCCCC)N1C(=O)N(C=2N=CN(C2C1=O)C)C (1-(9-octadecenyl)-3,7-dimethylxanthine). The yield is 34.1%. As a reaction SMILES: [H-].[Na+].[NH:3]1[C:14](=[O:15])[C:13]2[N:11]([CH3:12])[CH:10]=[N:9][C:8]=2[N:6]([CH3:7])[C:4]1=[O:5].Br[CH2:17][CH2:18][CH2:19][CH2:20][CH2:21][CH2:22][CH2:23][CH2:24][CH:25]=[CH:26][CH2:27][CH2:28][CH2:29][CH2:30][CH2:31][CH2:32][CH2:33][CH3:34].O>CS(C)=O>[CH2:17]([N:3]1[C:14](=[O:15])[C:13]2[N:11]([CH3:12])[CH:10]=[N:9][C:8]=2[N:6]([CH3:7])[C:4]1=[O:5])[CH2:18][CH2:19][CH2:20][CH2:21][CH2:22][CH2:23][CH2:24][CH:25]=[CH:26][CH2:27][CH2:28][CH2:29][CH2:30][CH2:31][CH2:32][CH2:33][CH3:34] |f:0.1|. Procedure: Sodium hydride (95%, 84 mg, 3.5 mmol) was added to a solution of theobromine (0.595 g, 3.2 mmol) in dimethylsulfoxide (15 ml). After 20 minutes of stirring, 1-bromo-9-octadecene (0.995 g, 3 mmol), prepared above, was added. After 6 hours of stirring at room temperature, the reaction mixture was warmed to 60° C. over 3 hours and then poured into a separatory funnel containing 50 ml of water. The reaction mixture was extracted with five 40 ml aliquots of dichloromethane. The organic extracts were ...